From a dataset of the Open Reaction Database (ORD), a public repository of structured organic reaction records. describe an organic reaction: reactants, conditions, products, and yield Reactants: C1CCOC1, COC(=O)Cc1ccc(-c2cc(=O)n(C(C)(C)C)s2)cc1, CO, [Li+], [Na+], [OH-], [OH-]. Yields the product CC(C)(C)n1sc(-c2ccc(CC(=O)O)cc2)cc1=O. As a reaction SMILES: [CH2:24]1[O:25][CH2:26][CH2:27][CH2:28]1.[CH3:1][O:2][C:3]([CH2:4][c:5]1[cH:6][cH:7][c:8](-[c:11]2[cH:12][c:13](=[O:20])[n:14]([C:16]([CH3:17])([CH3:18])[CH3:19])[s:15]2)[cH:9][cH:10]1)=[O:21].[CH3:29][OH:30].[Li+:23].[Na+:32].[OH-:22].[OH-:31]>>[O:2]=[C:3]([CH2:4][c:5]1[cH:6][cH:7][c:8](-[c:11]2[cH:12][c:13](=[O:20])[n:14]([C:16]([CH3:17])([CH3:18])[CH3:19])[s:15]2)[cH:9][cH:10]1)[OH:21]. The solvent is CN(C)C=O (DMF). RXN SMILES: [N+]([C:4]1[CH:5]=[C:6]([C:14]([O:16][CH3:17])=[O:15])[C:7](=[CH:12][CH:13]=1)[C:8]([O:10][CH3:11])=[O:9])([O-])=O.[Na].[OH:19][C:20]1[CH:21]=[N:22][CH:23]=[CH:24][CH:25]=1>CN(C=O)C>[N:22]1[CH:23]=[CH:24][CH:25]=[C:20]([O:19][C:4]2[CH:5]=[C:6]([C:14]([O:16][CH3:17])=[O:15])[C:7](=[CH:12][CH:13]=2)[C:8]([O:10][CH3:11])=[O:9])[CH:21]=1 |f:1.2,^1:17|. Reactants: [N+](=O)([O-])C=1C=C(C(C(=O)OC)=CC1)C(=O)OC (Dimethyl 4-nitrophthalate), [Na].OC=1C=NC=CC1 (3-hydroxypyridine sodium salt). Procedure: Dimethyl 4-nitrophthalate was reacted in DMF with 3-hydroxypyridine sodium salt in analogy to a process known from the literature (J. Org. Chem. Vol. 42, No. 21, 1977, 3419-3425) to give dimethyl 4-(3-pyridyloxy)phthalate. After standard working up and chromatography using hexane/EA, the diester was isolated as a yellowish oil. Product: N1=CC(=CC=C1)OC=1C=C(C(C(=O)OC)=CC1)C(=O)OC (dimethyl 4-(3-pyridyloxy)phthalate).